From a dataset of the Open Reaction Database (ORD), a public repository of structured organic reaction records. describe an organic reaction: reactants, conditions, products, and yield Reactants: CSC=1C=C(SC1)S(=O)(=O)N (4-methylsulfanylthiophene-2-sulfonamide), BrN1C(CCC1=O)=O (N-bromosuccinimide), [OH-].[Na+] (NaOH). Run in C(Cl)(Cl)Cl (CHCl3), CC(=O)O (AcOH). Reaction conditions: time 7 hour. Product: BrC1=C(C=C(S1)S(=O)(=O)N)SC (5-Bromo-4-methylsulfanylthiophene-2-sulfonamide). Yield: 69.4%. As a reaction SMILES: [CH3:1][S:2][C:3]1[CH:4]=[C:5]([S:8]([NH2:11])(=[O:10])=[O:9])[S:6][CH:7]=1.[Br:12]N1C(=O)CCC1=O.[OH-].[Na+]>C(Cl)(Cl)Cl.CC(O)=O>[Br:12][C:7]1[S:6][C:5]([S:8]([NH2:11])(=[O:10])=[O:9])=[CH:4][C:3]=1[S:2][CH3:1] |f:2.3|. Reported procedure: To a solution of 4-methylsulfanylthiophene-2-sulfonamide (210 mg, 1.00 mmol) in CHCl3 (10 mL) and AcOH (10 mL) is added N-bromosuccinimide (231 mg, 1.30 mmol). The reaction mixture is stirred at room temperature for 7 hr. After 7 hr, the reaction mixture is neutralized with 1 M NaOH and the solution is extracted with EtOAc (200 mL). The organic layer is washed with brine then dried (Na2SO4), filtered and concentrated in vacuo. The crude product is chromatographed on silica gel, eluting with Hex:... As a reaction SMILES: [F:1][C:2]1[C:12]([F:13])=[C:11]([F:14])[C:10]([F:15])=[CH:9][C:3]=1[C:4]([CH2:6][C:7]#[N:8])=[O:5].[C:16]([O:19][C:20](=O)C)(=O)C>>[F:1][C:2]1[C:12]([F:13])=[C:11]([F:14])[C:10]([F:15])=[CH:9][C:3]=1[C:4]([C:6](=[CH:16][O:19][CH3:20])[C:7]#[N:8])=[O:5]. Reaction conditions: temperature 150 celsius. Isolated yield 95.3%. Yields the product FC1=C(C(=O)C(C#N)=COC)C=C(C(=C1F)F)F (2-(2,3,4,5-tetrafluorobenzoyl)-3-methoxy-acrylonitrile). Procedure details: A mixture of 16 g of 2,3,4,5-tetrafluorobenzoyl-acetonitrile, 15.6 g of trimethyl o-formate and 18.8 g of acetic anhydride is heated at 150° C. (bath temperature) for 3 hours. The solvent mixture is distilled off completely under a waterpump vacuum and finally under a high vacuum, at a bath temperature of 120° C. 18.2 g of 2-(2,3,4,5-tetrafluorobenzoyl)-3-methoxy-acrylonitrile are obtained as a dark brown oil. The reactants are FC1=C(C(=O)CC#N)C=C(C(=C1F)F)F (2,3,4,5-tetrafluorobenzoyl-acetonitrile), trimethyl o-formate, C(C)(=O)OC(C)=O (acetic anhydride). Reactants: ClCCl, O=C(O)C(F)(F)F, CC(C)(C)OC(=O)N1C2CCC1CN(c1nc3ccccc3n1C1CCN(C3(c4ccccc4)CCCCCC3)CC1)C2. Product: c1ccc(C2(N3CCC(n4c(N5CC6CCC(C5)N6)nc5ccccc54)CC3)CCCCCC2)cc1. RXN SMILES: [Cl:51][CH2:52][Cl:53].[OH:44][C:45]([C:46]([F:47])([F:48])[F:49])=[O:50].[c:1]1([C:7]2([N:14]3[CH2:15][CH2:16][CH:17]([n:20]4[c:21]([N:29]5[CH2:30][CH:31]6[CH2:32][CH2:33][CH:34]([CH2:35]5)[N:36]6[C:37]([O:38][C:39]([CH3:40])([CH3:41])[CH3:42])=[O:43])[n:22][c:23]5[c:24]4[cH:25][cH:26][cH:27][cH:28]5)[CH2:18][CH2:19]3)[CH2:8][CH2:9][CH2:10][CH2:11][CH2:12][CH2:13]2)[cH:2][cH:3][cH:4][cH:5][cH:6]1>>[c:1]1([C:7]2([N:14]3[CH2:15][CH2:16][CH:17]([n:20]4[c:21]([N:29]5[CH2:30][CH:31]6[CH2:32][CH2:33][CH:34]([CH2:35]5)[NH:36]6)[n:22][c:23]5[c:24]4[cH:25][cH:26][cH:27][cH:28]5)[CH2:18][CH2:19]3)[CH2:8][CH2:9][CH2:10][CH2:11][CH2:12][CH2:13]2)[cH:2][cH:3][cH:4][cH:5][cH:6]1. Reactants: [N+](=O)([O-])CC (nitroethane), C([O-])([O-])=O.[Cs+].[Cs+] (cesium carbonate), BrC=1C=C2C=CC(=NC2=CC1)OCCCCCCC (6-bromo-2-(heptyloxy)quinoline). The reagents and catalysts are C=1C=CC(=CC1)/C=C/C(=O)/C=C/C2=CC=CC=C2.C=1C=CC(=CC1)/C=C/C(=O)/C=C/C2=CC=CC=C2.C=1C=CC(=CC1)/C=C/C(=O)/C=C/C2=CC=CC=C2.[Pd].[Pd] (Pd2(dba)3), C(C)(C)(C)P(C1=C(C=CC=C1)C1=C(C=CC=C1)C)C(C)(C)C (2-di-tert-butylphosphino-2′-methylbiphenyl). Run in COCCOC (DME). Reaction conditions: time 10 minute. Product: C(CCCCCC)OC1=NC2=CC=C(C=C2C=C1)C(C)[N+](=O)[O-] (2-(heptyloxy)-6-(1-nitroethyl)quinoline). Isolated yield 75.6%. Reaction SMILES: Br[C:2]1[CH:3]=[C:4]2[C:9](=[CH:10][CH:11]=1)[N:8]=[C:7]([O:12][CH2:13][CH2:14][CH2:15][CH2:16][CH2:17][CH2:18][CH3:19])[CH:6]=[CH:5]2.[N+:20]([CH2:23][CH3:24])([O-:22])=[O:21].C(=O)([O-])[O-].[Cs+].[Cs+]>COCCOC.C1C=CC(/C=C/C(/C=C/C2C=CC=CC=2)=O)=CC=1.C1C=CC(/C=C/C(/C=C/C2C=CC=CC=2)=O)=CC=1.C1C=CC(/C=C/C(/C=C/C2C=CC=CC=2)=O)=CC=1.[Pd].[Pd].C(P(C(C)(C)C)C1C=CC=CC=1C1C=CC=CC=1C)(C)(C)C>[CH2:13]([O:12][C:7]1[CH:6]=[CH:5][C:4]2[C:9](=[CH:10][CH:11]=[C:2]([CH:23]([N+:20]([O-:22])=[O:21])[CH3:24])[CH:3]=2)[N:8]=1)[CH2:14][CH2:15][CH2:16][CH2:17][CH2:18][CH3:19] |f:2.3.4,6.7.8.9.10|. Procedure: 6-bromo-2-(heptyloxy)quinoline (2.014 g, 6.27 mmol) and Pd2(dba)3 (172 mg, 0.188 mmol, 0.03 eq.) were dissolved in DME (5 mL) and stirred under nitrogen atmosphere for 10 min. 2-di-tert-butylphosphino-2′-methylbiphenyl (117 mg, 0.36 mmol, 0.06 eq.) was added and the mixture was stirred at r.t. for 10 min. Then nitroethane (0.9 mL, 12.54 mmol, 2.0 eq.) and cesium carbonate (2.5 g, 7.5 mmol, 1.2 eq.) were added. The mixture was stirred at 50° C. under nitrogen atmosphere for 15 h. The mixture was ... Starting materials: FC=1C=CC(=NC1)NC(=O)[C@H]1N(N(CC1)C(=O)OCC1=CC=CC=C1)C([C@H](CCCCC)CN(OCC1=CC=CC=C1)C=O)=O (phenylmethyl (3S)-3-{[(5-fluoro-2-pyridinyl)amino]carbonyl}-2-[(2R)-2-({formyl[(phenylmethyl)oxy]amino}methyl) heptanoyl]-1-pyrazolidinecarboxylate). Reagents/catalysts: [OH-].[OH-].[Pd+2] (Pearlman's catalyst). Solvent: CO (methanol). Run at time 80 minute. Product: FC=1C=CC(=NC1)NC(=O)[C@H]1N(NCC1)C([C@H](CCCCC)CN(O)C=O)=O ((3S)—N-(5-fluoro-2-pyridinyl)-2-((2R)-2-{[formyl(hydroxy)amino]methyl}heptanoyl)-3-pyrazolidinecarboxamide). Reaction SMILES: [F:1][C:2]1[CH:3]=[CH:4][C:5]([NH:8][C:9]([C@@H:11]2[CH2:15][CH2:14][N:13](C(OCC3C=CC=CC=3)=O)[N:12]2[C:26](=[O:45])[C@@H:27]([CH2:33][N:34]([CH:43]=[O:44])[O:35]CC2C=CC=CC=2)[CH2:28][CH2:29][CH2:30][CH2:31][CH3:32])=[O:10])=[N:6][CH:7]=1>CO.[OH-].[OH-].[Pd+2]>[F:1][C:2]1[CH:3]=[CH:4][C:5]([NH:8][C:9]([C@@H:11]2[CH2:15][CH2:14][NH:13][N:12]2[C:26](=[O:45])[C@@H:27]([CH2:33][N:34]([CH:43]=[O:44])[OH:35])[CH2:28][CH2:29][CH2:30][CH2:31][CH3:32])=[O:10])=[N:6][CH:7]=1 |f:2.3.4|. Procedure: To a 100 mL round-bottomed flask was added phenylmethyl (3S)-3-{[(5-fluoro-2-pyridinyl)amino]carbonyl}-2-[(2R)-2-({formyl[(phenylmethyl)oxy]amino}methyl) heptanoyl]-1-pyrazolidinecarboxylate (696 mg, 1.123 mmol) in methanol (15 ml), followed by Pearlman's catalyst (120 mg). The mixture was stirred under a balloon of H2 for 80 min. The catalyst was filtered off, and the filtrate was concentrated to dryness to provide (3S)—N-(5-fluoro-2-pyridinyl)-2-((2R)-2-{[formyl(hydroxy)amino]methyl}heptanoyl)... Starting materials: C1(=CC=CC=C1)C (toluene), 180.0, C1=CC=C(C=C1)C(N=C=O)N=C=O (toluylene diisocyanate), C1=CC=C(C=C1)C(N=C=O)N=C=O (toluylene diisocyanate). Yields the product C(C)C(CO)CCCC (2-ethylhexanol). Reaction SMILES: C1C=CC(C(N=C=O)N=[C:9]=[O:10])=CC=1.[C:14]1([CH3:20])[CH:19]=[CH:18][CH:17]=[CH:16][CH:15]=1>>[CH2:14]([CH:19]([CH2:18][CH2:17][CH2:16][CH3:15])[CH2:9][OH:10])[CH3:20]. Reported procedure: The batch is then diluted with 185.0 parts of toluene and a mixture of 180.0 parts of the semi-blocked toluylene diisocyanate referred to in Example 1 and 150.0 parts of a semi-blocked toluylene diisocyanate obtained from 2-ethylhexanol and an 80/20 toluylene diisocyanate isomer mixture is added in the course of 2 hours 15 minutes at 90° C. After completion of this addition, stirring is continued for 1 hour at 90° C., and the mixture is then heated to 120° C., kept at this temperature for 3.5 ho...